From a dataset of the Open Reaction Database (ORD), a public repository of structured organic reaction records. describe an organic reaction: reactants, conditions, products, and yield Reactants: [Al+3], C1CCOC1, CCCNc1cc(F)ccc1C(=O)N(C)OC, Cc1ccccc1, [H-], [H-], [H-], [H-], [Li+], COC(=O)C=P(c1ccccc1)(c1ccccc1)c1ccccc1. The product is CCCNc1cc(F)ccc1C=CC(=O)OC. RXN SMILES: [Al+3:19].[CH2:48]1[O:49][CH2:50][CH2:51][CH2:52]1.[CH3:1][O:2][N:3]([C:4]([c:5]1[c:6]([NH:12][CH2:13][CH2:14][CH3:15])[cH:7][c:8]([F:11])[cH:9][cH:10]1)=[O:17])[CH3:16].[CH3:53][c:54]1[cH:55][cH:56][cH:57][cH:58][cH:59]1.[H-:18].[H-:21].[H-:22].[H-:23].[Li+:20].[c:24]1([P:25]([c:26]2[cH:27][cH:28][cH:29][cH:30][cH:31]2)([c:32]2[cH:33][cH:34][cH:35][cH:36][cH:37]2)=[CH:43][C:44](=[O:45])[O:46][CH3:47])[cH:38][cH:39][cH:40][cH:41][cH:42]1>>[CH:4]([c:5]1[c:6]([NH:12][CH2:13][CH2:14][CH3:15])[cH:7][c:8]([F:11])[cH:9][cH:10]1)=[CH:43][C:44](=[O:45])[O:46][CH3:47]. Yields the product COC1=C(C=CC(=C1)OC=1C=NC(=CC1)COC)NN=C(C(=O)OCC)C (Ethyl 2-[(2-methoxy-4-{[6-(methoxymethyl)pyridin-3-yl]oxy}phenyl)hydrazono]propanoate). The solvent is C(C)#N (acetonitrile), C(C)O (ethanol), O (water), C(C)O (ethanol), O (water), O (Water). Conditions: time 30 minute. The reactants are COC1=C(N)C=CC(=C1)OC=1C=NC(=CC1)COC (2-methoxy-4-{[6-(methoxymethyl)pyridin-3-yl]oxy}aniline), [OH-].[K+] (potassium hydroxide), CC(C(=O)OCC)C(C)=O (ethyl 2-methyl-3-oxobutanoate), N(=O)[O-].[Na+] (sodium nitrite), Cl (hydrochloric acid). Procedure details: To a mixture of 2-methoxy-4-{[6-(methoxymethyl)pyridin-3-yl]oxy}aniline (20.1 g), ethanol (300 mL) and acetonitrile (30 mL) was added concentrated hydrochloric acid (14.2 mL) at 5° C. A solution of sodium nitrite (6.39 g) in water (20 mL) was added dropwise to the mixture at 5° C. The whole was stirred at room temperature for 30 min. The mixture was added to the mixture of potassium hydroxide (85%, 15.2 g), ethyl 2-methyl-3-oxobutanoate (12.2 g), ethanol (60 mL) and water (60 mL) at −20 to −10° ... Reaction SMILES: [CH3:1][O:2][C:3]1[CH:9]=[C:8]([O:10][C:11]2[CH:12]=[N:13][C:14]([CH2:17][O:18][CH3:19])=[CH:15][CH:16]=2)[CH:7]=[CH:6][C:4]=1[NH2:5].Cl.[N:21]([O-])=O.[Na+].[OH-].[K+].[CH3:27][CH:28](C(=O)C)[C:29]([O:31][CH2:32][CH3:33])=[O:30]>O.C(O)C.C(#N)C>[CH3:1][O:2][C:3]1[CH:9]=[C:8]([O:10][C:11]2[CH:12]=[N:13][C:14]([CH2:17][O:18][CH3:19])=[CH:15][CH:16]=2)[CH:7]=[CH:6][C:4]=1[NH:5][N:21]=[C:28]([CH3:27])[C:29]([O:31][CH2:32][CH3:33])=[O:30] |f:2.3,4.5|. Isolated yield 43.6%. The reactants are C(CCC)C1=NC2=C(N1CC1=CC=C(C=C1)OC(C1=CC=CC=C1)C(=O)OCC)C=C(C=C2)N(C2CCCCC2)CC(=O)N (2-n-butyl-1-[4-[(α-ethoxycarbonyl)benzyloxy]benzyl]-6-(N-cyclohexyl-aminocarbonylmethylamino)benzimidazole), [OH-].[Na+] (sodium hydroxide). The solvent is C(C)O (ethanol). Product: C(CCC)C1=NC2=C(N1CC1=CC=C(C=C1)OC(C1=CC=CC=C1)C(=O)O)C=C(C=C2)N(C(=O)NC2CCCCC2)C (2-n-Butyl-1-[4-[(α-carboxy)benzyloxy]benzyl]-6-(N-cyclohexylaminocarbonyl-methylamino)benzimidazole). RXN SMILES: [CH2:1]([C:5]1[N:9]([CH2:10][C:11]2[CH:16]=[CH:15][C:14]([O:17][CH:18]([C:25]([O:27]CC)=[O:26])C3C=CC=CC=3)=[CH:13][CH:12]=2)[C:8]2[CH:30]=[C:31]([N:34]([CH2:41]C(N)=O)C3CCCCC3)[CH:32]=[CH:33][C:7]=2[N:6]=1)[CH2:2][CH2:3][CH3:4].[OH-:45].[Na+]>C(O)C>[CH2:1]([C:5]1[N:9]([CH2:10][C:11]2[CH:16]=[CH:15][C:14]([O:17][CH:18]([C:25]([OH:27])=[O:26])[C:15]3[CH:14]=[CH:13][CH:12]=[CH:11][CH:16]=3)=[CH:13][CH:12]=2)[C:8]2[CH:30]=[C:31]([N:34]([CH3:41])[C:5]([NH:6][CH:7]3[CH2:8][CH2:30][CH2:31][CH2:32][CH2:33]3)=[O:45])[CH:32]=[CH:33][C:7]=2[N:6]=1)[CH2:2][CH2:3][CH3:4] |f:1.2|. Reported procedure: Prepared analogously to Example 1b from 2-n-butyl-1-[4-[(α-ethoxycarbonyl)benzyloxy]benzyl]-6-(N-cyclohexyl-aminocarbonylmethylamino)benzimidazole and 1N sodium hydroxide solution in ethanol. Starting materials: C(C)(=O)OCC (ethyl acetate), O (water), C(C)(C)(C)OC(=O)N1C[C@H]2CC3=CC=C(N=C3N2[C@@H](C1)C)Br ((4R,9aR)-6-bromo-4-methyl-3,4,9,9a-tetrahydro-1H-2,4a,5-triaza-fluorene-2-carboxylic acid tert-butyl ester), C(C)(C)(C)OC(=O)N1C[C@H]2CC3=CC=C(N=C3N2[C@@H](C1)C)Br ((4R,9aR)-6-bromo-4-methyl-3,4,9,9a-tetrahydro-1H-2,4a,5-triaza-fluorene-2-carboxylic acid tert-butyl ester), FC(C(=O)[O-])(F)F.[Na+] (sodium trifluoroacetate). The reagents and catalysts are [Cu](I)I (copper iodide). The solvent is CN1C(CCC1)=O (1-methyl-2-pyrrolidone). Conditions: time 2 hour. The product is C(C)(C)(C)OC(=O)N1C[C@H]2CC3=CC=C(N=C3N2[C@@H](C1)C)C(F)(F)F ((4R,9aR)-4-Methyl-6-trifluoromethyl-3,4,9,9a-tetrahydro-1H-2,4a,5-triaza-fluorene-2-carboxylic acid tert-butyl ester). Yield: 27.7%. As a reaction SMILES: [C:1]([O:5][C:6]([N:8]1[CH2:20][C@@H:19]([CH3:21])[N:18]2[C@H:10]([CH2:11][C:12]3[C:17]2=[N:16][C:15](Br)=[CH:14][CH:13]=3)[CH2:9]1)=[O:7])([CH3:4])([CH3:3])[CH3:2].[F:23][C:24]([F:29])([F:28])C([O-])=O.[Na+].C(OCC)(=O)C.O>CN1CCCC1=O.[Cu](I)I>[C:1]([O:5][C:6]([N:8]1[CH2:20][C@@H:19]([CH3:21])[N:18]2[C@H:10]([CH2:11][C:12]3[C:17]2=[N:16][C:15]([C:24]([F:29])([F:28])[F:23])=[CH:14][CH:13]=3)[CH2:9]1)=[O:7])([CH3:4])([CH3:3])[CH3:2] |f:1.2|. Procedure details: To a solution of 0.8 g (2.17 mmol) (4R,9aR)-6-bromo-4-methyl-3,4,9,9a-tetrahydro-1H-2,4a,5-triaza-fluorene-2-carboxylic acid tert-butyl ester (Example 5, intermediate b) in 12 ml 1-methyl-2-pyrrolidone, 2.36 g (17.4 mmol) sodium trifluoroacetate was added. After a solution had formed, 1.65 g (8.7 mmol) copper iodide was added and the reaction mixture was heated to 180 deg C. for 2 h. The mixture was cooled to room temperature, ethyl acetate and water were added and the suspension was filtered th... The reactants are ClC=1N=C(C2=C(N1)NC=C2F)NC2CCC2 (2-chloro-N-cyclobutyl-5-fluoro-7H-pyrrolo[2,3-d]pyrimidin-4-amine), NC1=CC=C2C=NNC2=C1 (6-aminoindazole), C[Si](C)(C)Cl (TMSCl), C(CCC)O (nBuOH). Reaction conditions: temperature 116 celsius, time 18 hour. Product: N1N=CC2=CC=C(C=C12)NC=1N=C(C2=C(N1)NCC2=O)NC2CCC2 (2-(1H-indazol-6-ylamino)-4-(cyclobutylamino)-6,7-dihydropyrrolo[2,3-d]pyrimidin-5-one). Reaction SMILES: Cl[C:2]1[N:3]=[C:4]([NH:12][CH:13]2[CH2:16][CH2:15][CH2:14]2)[C:5]2[C:10](F)=[CH:9][NH:8][C:6]=2[N:7]=1.[NH2:17][C:18]1[CH:26]=[C:25]2[C:21]([CH:22]=[N:23][NH:24]2)=[CH:20][CH:19]=1.C[Si](Cl)(C)C.C([OH:36])CCC>>[NH:24]1[C:25]2[C:21](=[CH:20][CH:19]=[C:18]([NH:17][C:2]3[N:3]=[C:4]([NH:12][CH:13]4[CH2:16][CH2:15][CH2:14]4)[C:5]4[C:10](=[O:36])[CH2:9][NH:8][C:6]=4[N:7]=3)[CH:26]=2)[CH:22]=[N:23]1. Procedure: A mixture of 2-chloro-N-cyclobutyl-5-fluoro-7H-pyrrolo[2,3-d]pyrimidin-4-amine (54 mg, 0.22 mmol), 6-aminoindazole (90 mg, 0.68 mmol) and TMSCl (0.090 mL, 0.71 mmol) in nBuOH (3 mL) was stirred at 116° C. for 18 h. It was then concentrated in vacuo. The residue was purified by HPLC to give a sample, which was further purified by preparative TLC using CH2Cl2/MeOH (95/5) as developing solvents to give the titled compound (2 mg). MS 336.1 (M+H)